From a dataset of the Open Reaction Database (ORD), a public repository of structured organic reaction records. describe an organic reaction: reactants, conditions, products, and yield The reactants are (NH4)2CO3, BrC=1C=C(C(=O)O)C=C(C1)Cl (3-bromo-5-chlorobenzoic acid), N1=CC=CC=C1 (pyridine), CC(C)(C)OC(=O)OC(=O)OC(C)(C)C ((Boc)2O). Run in CC#N (MeCN). Run at time 30 minute. Yields the product BrC=1C=C(C(=O)N)C=C(C1)Cl (3-Bromo-5-chlorobenzamide). As a reaction SMILES: [Br:1][C:2]1[CH:3]=[C:4]([CH:8]=[C:9]([Cl:11])[CH:10]=1)[C:5](O)=[O:6].[N:12]1C=CC=CC=1.CC(OC(OC(OC(C)(C)C)=O)=O)(C)C>CC#N>[Br:1][C:2]1[CH:3]=[C:4]([CH:8]=[C:9]([Cl:11])[CH:10]=1)[C:5]([NH2:12])=[O:6]. Reported procedure: To a solution of 3-bromo-5-chlorobenzoic acid (2.88 g; 12.2 mmol; Note 1) and pyridine (1.04 mL; 12.8 mmol) in MeCN (100 mL) at room temperature was added (Boc)2O (3.47 g; 15.9 mmol) in one portion. The mixture was aged 30 min, (NH4)2CO3 was added in one portion. After stirring approximately 16 h at room temperature, volatiles were removed in vacuo. The residue was partitioned between EtOAc/water and the layers were separated. The aqueous layer was extracted with EtOAc (×2), combined organics we... Reactants: BrC1C(N(CC1)CC(F)(F)F)=O (rac-3-Bromo-1-(2,2,2-trifluoroethyl)-2-pyrrolidone), C1(=CC=CC=C1)P(C1=CC=CC=C1)C1=CC=CC=C1 (triphenylphosphine). Run in C1(=CC=CC=C1)C (toluene). Reaction conditions: temperature 5 celsius. The product is [Br-].O=C1N(CCC1[P+](C1=CC=CC=C1)(C1=CC=CC=C1)C1=CC=CC=C1)CC(F)(F)F (Rac-[2-Oxo-1-(2,2,2-Trifluoroethyl)-Pyrrolidin-3-Yl]-Triphenyl-Phosphonium Bromide). RXN SMILES: [Br:1][CH:2]1[CH2:6][CH2:5][N:4]([CH2:7][C:8]([F:11])([F:10])[F:9])[C:3]1=[O:12].[C:13]1([P:19]([C:26]2[CH:31]=[CH:30][CH:29]=[CH:28][CH:27]=2)[C:20]2[CH:25]=[CH:24][CH:23]=[CH:22][CH:21]=2)[CH:18]=[CH:17][CH:16]=[CH:15][CH:14]=1>C1(C)C=CC=CC=1>[Br-:1].[O:12]=[C:3]1[CH:2]([P+:19]([C:20]2[CH:21]=[CH:22][CH:23]=[CH:24][CH:25]=2)([C:26]2[CH:31]=[CH:30][CH:29]=[CH:28][CH:27]=2)[C:13]2[CH:14]=[CH:15][CH:16]=[CH:17][CH:18]=2)[CH2:6][CH2:5][N:4]1[CH2:7][C:8]([F:11])([F:10])[F:9] |f:3.4|. Procedure details: 189 g (0.77 Mol) rac-3-Bromo-1-(2,2,2-trifluoroethyl)-2-pyrrolidone were dissolved in 1 l toluene, and 222 g (0.85 Mol) triphenylphosphine were added. The mixture was refluxed over-night in an argon atmosphere, the product starting to precipitate. The mixture was then cooled to 5° C. and the slightly brownish crystals were filtered off. They were stirred twice in 1 l THF, filtered and dried in a vacuum at 50° C. Yield: 308 g (79%) colorless crystals 1H-NMR (3): δ[ppm]2.17 (m, 1 H); 3.2-3.5 (m, 3... The reactants are O=C([O-])C(=O)[O-], OCC1(n2cncn2)CCN(Cc2ccccc2)CC1, Cc1ccccc1, Cc1ccc(S(=O)(=O)Cl)cc1, c1ccncc1. Yields the product O=C(O)C(=O)O, c1ncn(C23CCN(CC2)C3)n1. As a reaction SMILES: [C:39]([C:40](=[O:41])[O-:42])(=[O:43])[O-:44].[CH2:1]([c:3]1[cH:4][cH:5][cH:6][cH:7][cH:20]1)[N:8]1[CH2:9][CH2:10][C:11]([n:14]2[n:15][cH:16][n:17][cH:18]2)([CH2:19][OH:2])[CH2:12][CH2:13]1.[CH3:32][c:33]1[cH:34][cH:35][cH:36][cH:37][cH:38]1.[c:21]1([CH3:22])[cH:23][cH:24][c:25]([S:26]([Cl:27])(=[O:28])=[O:29])[cH:30][cH:31]1.[cH:45]1[cH:46][cH:47][n:48][cH:49][cH:50]1>>[C:39]([C:40](=[O:41])[OH:42])(=[O:43])[OH:44].[N:8]12[CH2:9][CH2:10][C:11]([n:14]3[n:15][cH:16][n:17][cH:18]3)([CH2:12][CH2:13]1)[CH2:19]2. Starting materials: CCCCO, NCc1ccccc1, Nc1nc(Cl)nc2c1ncn2Cc1ccccc1, [Na+], [OH-]. Yields the product Nc1nc(NCc2ccccc2)nc2c1ncn2Cc1ccccc1. Reaction SMILES: [CH2:29]([OH:30])[CH2:31][CH2:32][CH3:33].[NH2:19][CH2:20][c:21]1[cH:22][cH:23][cH:24][cH:25][cH:26]1.[NH2:1][c:2]1[c:3]2[n:4][cH:5][n:6]([CH2:12][c:13]3[cH:14][cH:15][cH:16][cH:17][cH:18]3)[c:7]2[n:8][c:9]([Cl:11])[n:10]1.[Na+:28].[OH-:27]>>[NH2:1][c:2]1[c:3]2[n:4][cH:5][n:6]([CH2:12][c:13]3[cH:14][cH:15][cH:16][cH:17][cH:18]3)[c:7]2[n:8][c:9]([NH:19][CH2:20][c:21]2[cH:22][cH:23][cH:24][cH:25][cH:26]2)[n:10]1.